From a dataset of the Open Reaction Database (ORD), a public repository of structured organic reaction records. describe an organic reaction: reactants, conditions, products, and yield The product is OCCOC([C@@H](N1C(=NC=2C1=NC=CC2)C2=CC=C(C=C2)Cl)C)=O ((S)-2-(4-Chlorophenyl)-α-methyl-3H-imidazo[4,5-b]pyridine-3-acetic acid 2-hydroxyethyl ester). The reactants are C([O-])(O)=O.[Na+] (sodium bicarbonate), ClC1=CC=C(C=C1)C1=NC=2C(=NC=CC2)N1C(C(=O)O)C (4-chlorophenyl-α-methyl-3H-imidazo[4,5-b]pyridine-3-acetic acid), C(CO)O (ethylene glycol), O (Water). Isolated yield 56.0%. As a reaction SMILES: [Cl:1][C:2]1[CH:7]=[CH:6][C:5]([C:8]2[N:16]([CH:17]([CH3:21])[C:18]([OH:20])=[O:19])[C:11]3=[N:12][CH:13]=[CH:14][CH:15]=[C:10]3[N:9]=2)=[CH:4][CH:3]=1.C(=O)(O)[O-].[Na+].O.[CH2:28](O)[CH2:29][OH:30]>S(=O)(=O)(O)O>[OH:30][CH2:29][CH2:28][O:19][C:18](=[O:20])[C@H:17]([CH3:21])[N:16]1[C:11]2=[N:12][CH:13]=[CH:14][CH:15]=[C:10]2[N:9]=[C:8]1[C:5]1[CH:6]=[CH:7][C:2]([Cl:1])=[CH:3][CH:4]=1 |f:1.2|. Procedure details: A solution of (S)-2-(4-chlorophenyl-α-methyl-3H-imidazo[4,5-b]pyridine-3-acetic acid (3.0 g, 0.00995 mole) and concentrated sulfuric acid (4 drops) in ethylene glycol (50 ml) was refluxed under nitrogen for three hours, and then poured into a saturated sodium bicarbonate solution (200 ml). Water (50 ml) was added and the product was extracted into two portions of ethyl acetate. The combined organic layers were washed twice with water and once with a saturated sodium chloride solution, dried over... Reagents/catalysts: S(O)(O)(=O)=O (sulfuric acid).